This data is from the Open Reaction Database (ORD), a public repository of structured organic reaction records. The task is: describe an organic reaction: reactants, conditions, products, and yield Reactants: C(C(=O)Cl)(=O)Cl (Oxalyl chloride), [N+](=O)([O-])C=1C=C(C(=O)O)C=CC1N1CCCCC1 (3-Nitro-4-piperidin-1-ylbenzoic acid), ON=C(N)C1=C(C=CC=C1)OC(F)(F)F (N′-Hydroxy-2-(trifluoromethoxy)benzenecarboximidamide), CCN(C(C)C)C(C)C (DIEA). Yields the product [N+](=O)([O-])C1=C(C=CC(=C1)C1=NC(=NO1)C1=C(C=CC=C1)OC(F)(F)F)N1CCCCC1 (1-(2-nitro-4-{3-[2-(trifluoromethoxy)phenyl]-1,2,4-oxadiazol-5-yl}phenyl)piperidine). RXN SMILES: C(Cl)(=O)C(Cl)=O.[N+:7]([C:10]1[CH:11]=[C:12]([CH:16]=[CH:17][C:18]=1[N:19]1[CH2:24][CH2:23][CH2:22][CH2:21][CH2:20]1)[C:13]([OH:15])=O)([O-:9])=[O:8].O[N:26]=[C:27]([C:29]1[CH:34]=[CH:33][CH:32]=[CH:31][C:30]=1[O:35][C:36]([F:39])([F:38])[F:37])[NH2:28].CCN(C(C)C)C(C)C>>[N+:7]([C:10]1[CH:11]=[C:12]([C:13]2[O:15][N:28]=[C:27]([C:29]3[CH:34]=[CH:33][CH:32]=[CH:31][C:30]=3[O:35][C:36]([F:37])([F:38])[F:39])[N:26]=2)[CH:16]=[CH:17][C:18]=1[N:19]1[CH2:24][CH2:23][CH2:22][CH2:21][CH2:20]1)([O-:9])=[O:8]. Reported procedure: Oxalyl chloride (71 μL; 0.84 mmol; 3 eq.), Intermediate 4 (70 mg; 0.28 mmol; 1 eq.), Intermediate 2 (62 mg; 0.28 mmol, 1 eq.) and DIEA (145 μL; 0.84 mmol; 3 eq.) were reacted according to general procedure 2. Purification by column chromatography (c-hexane/ethyl acetate, 80/20) followed by precipitation in n-pentane afforded the title compound as a yellow solid. Starting materials: CCOP(=O)(CC#N)OCC, [H-], [Na+], C1CCOC1, O, O=C1CCCc2cc(OCCCCc3ccccc3)ccc21. Product: N#CC=C1CCCc2cc(OCCCCc3ccccc3)ccc21. RXN SMILES: [C:23](#[N:24])[CH2:25][P:26](=[O:27])([O:28][CH2:29][CH3:30])[O:31][CH2:32][CH3:33].[H-:34].[Na+:35].[O:37]1[CH2:38][CH2:39][CH2:40][CH2:41]1.[OH2:36].[c:1]1([CH2:7][CH2:8][CH2:9][CH2:10][O:11][c:12]2[cH:13][c:14]3[c:19]([cH:20][cH:21]2)[C:18](=[O:22])[CH2:17][CH2:16][CH2:15]3)[cH:2][cH:3][cH:4][cH:5][cH:6]1>>[c:1]1([CH2:7][CH2:8][CH2:9][CH2:10][O:11][c:12]2[cH:13][c:14]3[c:19]([cH:20][cH:21]2)[C:18](=[CH:25][C:23]#[N:24])[CH2:17][CH2:16][CH2:15]3)[cH:2][cH:3][cH:4][cH:5][cH:6]1.